From a dataset of the Open Reaction Database (ORD), a public repository of structured organic reaction records. describe an organic reaction: reactants, conditions, products, and yield Starting materials: ClC1=C(C(=CC=C1)Cl)S(=O)(=O)O (2,6-dichlorophenylsulfonic acid), C(CN)N (ethylenediamine), C(C)#N (acetonitrile). Run at temperature 65 celsius. Yields the product C1=CC(=C(C(=C1)Cl)NC2=NCCN2)Cl (clonidine). RXN SMILES: [Cl:1][C:2]1[CH:7]=[CH:6][CH:5]=[C:4]([Cl:8])[C:3]=1S(O)(=O)=O.[CH2:13]([NH2:16])[CH2:14][NH2:15].[C:17](#[N:19])C>>[CH:6]1[CH:7]=[C:2]([Cl:1])[C:3]([NH:19][C:17]2[NH:16][CH2:13][CH2:14][N:15]=2)=[C:4]([Cl:8])[CH:5]=1. Procedure: 2,6-dichlorophenylsulfonic acid (1.0 g, 0.0037 m) was added to ethylenediamine (0.5 g, 0.008 m) in the absence of solvent. The reaction exothermed to 35° C. and was diluted with acetonitrile and heated at 65° C. for 7.25 hr. The reaction was concentrated, treated with sodium hydroxide and extracted with methylene chloride. The organic phase was dried and concentrated to yield 0.5 g of clonidine. The product was identified by spectroscopic methods. The reactants are C(C)(=O)OC(C)(C)C (t-butyl acetate), [Cl-].[NH4+] (ammonium chloride), O[C@@H](CC(=O)OC)COC(C1=CC=CC=C1)(C1=CC=CC=C1)C1=CC=CC=C1 (methyl (S)-3-hydroxy-4-(triphenylmethoxy)butanoate), [Li]CC(=O)OC(C)(C)C (t-butyl lithioacetate). Run in O1CCCC1 (tetrahydrofuran), O1CCCC1 (tetrahydrofuran), C(C)(=O)OCC (ethyl acetate). Reaction conditions: temperature -70 celsius. Product: O[C@@H](CC(CC(=O)OC(C)(C)C)=O)COC(C1=CC=CC=C1)(C1=CC=CC=C1)C1=CC=CC=C1 (t-Butyl (S)-5-hydroxy-3-oxo-6-(triphenylmethoxy)hexanoate). The yield is 126.2%. RXN SMILES: [C:1]([O:4][C:5]([CH3:8])([CH3:7])[CH3:6])(=[O:3])[CH3:2].[OH:9][C@H:10]([CH2:16][O:17][C:18]([C:31]1[CH:36]=[CH:35][CH:34]=[CH:33][CH:32]=1)([C:25]1[CH:30]=[CH:29][CH:28]=[CH:27][CH:26]=1)[C:19]1[CH:24]=[CH:23][CH:22]=[CH:21][CH:20]=1)[CH2:11][C:12](OC)=[O:13].[Li]CC(OC(C)(C)C)=O.[Cl-].[NH4+]>C(OCC)(=O)C.O1CCCC1>[OH:9][C@H:10]([CH2:16][O:17][C:18]([C:31]1[CH:36]=[CH:35][CH:34]=[CH:33][CH:32]=1)([C:19]1[CH:20]=[CH:21][CH:22]=[CH:23][CH:24]=1)[C:25]1[CH:30]=[CH:29][CH:28]=[CH:27][CH:26]=1)[CH2:11][C:12](=[O:13])[CH2:2][C:1]([O:4][C:5]([CH3:8])([CH3:7])[CH3:6])=[O:3] |f:3.4|. Procedure: Under a nitrogen atmosphere and at 0° C., 87.78 ml. of 1.5M. n-butyllithium/hexane (132 mmoles) is added dropwise to 18.49 ml. (132 mmoles) of diisopropylamine in 150 ml. of dry tetrahydrofuran, and the mixture is stirred for 30 minutes to form a solution of lithium diisopropylamide. The obtained solution is cooled to -70° C., a solution of 17.76 ml. (132 mmoles) of t-butyl acetate in 25 ml. of dry tetrahydrofuran is added over a period of 1 hour with stirring at -65°--70° C., the reaction mixtu... The reactants are CN(C(C(CC1=CC(=CC=C1)O)NC(OC(C)(C)C)=O)=O)C (tert-Butyl 1-(dimethylamino)-3-(3-hydroxyphenyl)-1-oxopropan-2-ylcarbamate), FC1=CC=C(C(=O)OC)C=C1 (methyl 4-fluorobenzoate), C([O-])([O-])=O.[Cs+].[Cs+] (cesium carbonate). Solvent: C(C)(=O)OCC (ethyl acetate), C(C)#N (acetonitrile). Run at temperature 100 celsius, time 4 hour. Yields the product C(C)(C)(C)OC(=O)NC(CC=1C=C(OC2=CC=C(C(=O)OC)C=C2)C=CC1)C(=O)N(C)C (methyl 4-(3-(2-(tert-butoxycarbonylamino)-3-(dimethylamino)-3-oxopropyl)phenoxy)benzoate). As a reaction SMILES: [CH3:1][N:2]([CH3:22])[C:3](=[O:21])[CH:4]([NH:13][C:14](=[O:20])[O:15][C:16]([CH3:19])([CH3:18])[CH3:17])[CH2:5][C:6]1[CH:11]=[CH:10][CH:9]=[C:8]([OH:12])[CH:7]=1.F[C:24]1[CH:33]=[CH:32][C:27]([C:28]([O:30][CH3:31])=[O:29])=[CH:26][CH:25]=1.C(=O)([O-])[O-].[Cs+].[Cs+]>C(#N)C.C(OCC)(=O)C>[C:16]([O:15][C:14]([NH:13][CH:4]([C:3]([N:2]([CH3:1])[CH3:22])=[O:21])[CH2:5][C:6]1[CH:7]=[C:8]([CH:9]=[CH:10][CH:11]=1)[O:12][C:24]1[CH:33]=[CH:32][C:27]([C:28]([O:30][CH3:31])=[O:29])=[CH:26][CH:25]=1)=[O:20])([CH3:17])([CH3:18])[CH3:19] |f:2.3.4|. Reported procedure: tert-Butyl 1-(dimethylamino)-3-(3-hydroxyphenyl)-1-oxopropan-2-ylcarbamate (0.025 g, 0.081 mmol) and methyl 4-fluorobenzoate (Aldrich, Cat. #120707) (0.025 g, 0.16 mmol) were combined in acetonitrile (1.0 mL) with cesium carbonate (0.053 g, 0.16 mmol) in a sealed tube and heated to 100° C. After 4 h., the reaction was allowed to cool, diluted with ethyl acetate and washed with water, brine, dried over magnesium sulfate and concentrated under reduced pressure to give crude methyl 4-(3-(2-(tert-bu...